Dataset: the Open Reaction Database (ORD), a public repository of structured organic reaction records. Task: describe an organic reaction: reactants, conditions, products, and yield Reactants: [OH-].[Na+] (sodium hydroxide), C(C1=CC=CC=C1)N(C(=O)NC1=CC(=CC=C1)SC)C(CC#N)=O (1-Benzyl-1-(cyanoacetyl)-3-[3-(methylthio)phenyl]urea), C(C)(=O)OCC (ethyl acetate), C1(=CC=CC=C1)C (toluene). Run in O (water), C(C)O (ethanol). Reaction conditions: time 1 hour. Product: NC1=CC(N(C(N1C1=CC(=CC=C1)SC)=O)CC1=CC=CC=C1)=O (6-AMINO-3-BENZYL-1-[3-(METHYLTHIO)PHENYL]URACIL). Reaction SMILES: [CH2:1]([N:8]([C:20](=[O:24])[CH2:21][C:22]#[N:23])[C:9]([NH:11][C:12]1[CH:17]=[CH:16][CH:15]=[C:14]([S:18][CH3:19])[CH:13]=1)=[O:10])[C:2]1[CH:7]=[CH:6][CH:5]=[CH:4][CH:3]=1.[OH-].[Na+].C(OCC)(=O)C.C1(C)C=CC=CC=1>C(O)C.O>[NH2:23][C:22]1[N:11]([C:12]2[CH:17]=[CH:16][CH:15]=[C:14]([S:18][CH3:19])[CH:13]=2)[C:9](=[O:10])[N:8]([CH2:1][C:2]2[CH:7]=[CH:6][CH:5]=[CH:4][CH:3]=2)[C:20](=[O:24])[CH:21]=1 |f:1.2|. Reported procedure: 1-Benzyl-1-(cyanoacetyl)-3-[3-(methylthio)phenyl]urea (14.9 g) was suspended in ethanol (150 ml) and to this was added a solution of sodium hydroxide (2.34 g) in water (30 ml). This was stirred for 1 h then allowed to stand overnight at room temperature. The mixture was filtered to remove a dark impurity and the filtrate carbon treated. This solution was then evaporated to remove ethanol then diluted with water. It was extracted with ethyl acetate (150 ml) and the extracts washed with water (2×7... Starting materials: CCc1cc(-c2cccc(C=O)n2)c(C)[nH]c1=O, C1CCN(C2CCNCC2)C1. Product: CCc1cc(-c2cccc(CN3CCC(N4CCCC4)CC3)n2)c(C)[nH]c1=O. Reaction SMILES: [CH2:1]([CH3:2])[c:3]1[cH:4][c:5](-[c:11]2[n:12][c:13]([CH:17]=[O:18])[cH:14][cH:15][cH:16]2)[c:6]([CH3:10])[nH:7][c:8]1=[O:9].[N:19]1([CH:24]2[CH2:25][CH2:26][NH:27][CH2:28][CH2:29]2)[CH2:20][CH2:21][CH2:22][CH2:23]1>>[CH2:1]([CH3:2])[c:3]1[cH:4][c:5](-[c:11]2[n:12][c:13]([CH2:17][N:27]3[CH2:26][CH2:25][CH:24]([N:19]4[CH2:20][CH2:21][CH2:22][CH2:23]4)[CH2:29][CH2:28]3)[cH:14][cH:15][cH:16]2)[c:6]([CH3:10])[nH:7][c:8]1=[O:9]. The reactants are COc1ccc(CSCC(C(=O)Cl)C(F)(F)F)cc1, O=C1CNC(C(=O)O)C1. Yields the product COc1ccc(CSCC(C(=O)N2CC(=O)CC2C(=O)O)C(F)(F)F)cc1. RXN SMILES: [CH3:1][O:2][c:3]1[cH:4][cH:5][c:6]([CH2:9][S:10][CH2:11][CH:12]([C:13](=[O:14])[Cl:15])[C:16]([F:17])([F:18])[F:19])[cH:7][cH:8]1.[O:20]=[C:21]1[CH2:22][CH:23]([C:26](=[O:27])[OH:28])[NH:24][CH2:25]1>>[CH3:1][O:2][c:3]1[cH:4][cH:5][c:6]([CH2:9][S:10][CH2:11][CH:12]([C:13](=[O:14])[N:24]2[CH:23]([C:26](=[O:27])[OH:28])[CH2:22][C:21](=[O:20])[CH2:25]2)[C:16]([F:17])([F:18])[F:19])[cH:7][cH:8]1. The reactants are C(C)(=O)O.N1(CCCC1)CC1NCCC2=C(C=CC=C12)OC ((+)-1-(pyrrolidin-1-yl)methyl-5-methoxy-1,2,3,4-tetrahydroisoquinoline acetate), Br (HBr). Product: Br.Br.N1(CCCC1)CC1NCCC2=C(C=CC=C12)O ((+)-1-(pyrrolidin-1-yl)methyl-5-hydroxy-1,2,3,4-tetrahydroisoquinoline dihydrobromide). Reaction SMILES: C(O)(=O)C.[N:5]1([CH2:10][CH:11]2[C:20]3[C:15](=[C:16]([O:21]C)[CH:17]=[CH:18][CH:19]=3)[CH2:14][CH2:13][NH:12]2)[CH2:9][CH2:8][CH2:7][CH2:6]1.[BrH:23]>>[BrH:23].[BrH:23].[N:5]1([CH2:10][CH:11]2[C:20]3[C:15](=[C:16]([OH:21])[CH:17]=[CH:18][CH:19]=3)[CH2:14][CH2:13][NH:12]2)[CH2:9][CH2:8][CH2:7][CH2:6]1 |f:0.1,3.4.5|. Reported procedure: 0.66 g (2.15 mmoles) of (+)-1-(pyrrolidin-1-yl)methyl-5-methoxy-1,2,3,4-tetrahydroisoquinoline acetate were heated two hours at 130° C. with 7 ml of 47% HBr solution. Reactants: N#CC1CC2(c3ccccc3)C(OC(CO)c3cc(C(F)(F)F)cc(C(F)(F)F)c3)CCC1N2Cc1ccccc1, CI, CN(C)C=O, [H-], [Na+], C1COCCOCCOCCOCCOCCO1. Product: COCC(OC1CCC2C(C#N)CC1(c1ccccc1)N2Cc1ccccc1)c1cc(C(F)(F)F)cc(C(F)(F)F)c1. RXN SMILES: [CH2:1]([c:2]1[cH:3][cH:4][cH:5][cH:6][cH:7]1)[N:8]1[C:9]2([c:36]3[cH:37][cH:38][cH:39][cH:40][cH:41]3)[CH:10]([O:18][CH:19]([CH2:20][OH:21])[c:22]3[cH:23][c:24]([C:32]([F:33])([F:34])[F:35])[cH:25][c:26]([C:28]([F:29])([F:30])[F:31])[cH:27]3)[CH2:11][CH2:12][CH:13]1[CH:14]([C:16]#[N:17])[CH2:15]2.[CH3:42][I:43].[CH3:64][N:65]([CH3:66])[CH:67]=[O:68].[H-:44].[Na+:45].[O:46]1[CH2:47][CH2:63][O:62][CH2:61][CH2:60][O:59][CH2:58][CH2:57][O:56][CH2:55][CH2:54][O:53][CH2:52][CH2:51][O:50][CH2:49][CH2:48]1>>[CH2:1]([c:2]1[cH:3][cH:4][cH:5][cH:6][cH:7]1)[N:8]1[C:9]2([c:36]3[cH:37][cH:38][cH:39][cH:40][cH:41]3)[CH:10]([O:18][CH:19]([CH2:20][O:21][CH3:47])[c:22]3[cH:23][c:24]([C:32]([F:33])([F:34])[F:35])[cH:25][c:26]([C:28]([F:29])([F:30])[F:31])[cH:27]3)[CH2:11][CH2:12][CH:13]1[CH:14]([C:16]#[N:17])[CH2:15]2.